From a dataset of the Open Reaction Database (ORD), a public repository of structured organic reaction records. describe an organic reaction: reactants, conditions, products, and yield Starting materials: Oc1cccc2c(Br)cccc12, COS(=O)(=O)OC, CCCC[N+](CCCC)(CCCC)CCCC, CC#N, [Cl-], [K+], [K+], O=C([O-])[O-], O. The product is COc1cccc2c(Br)cccc12. RXN SMILES: [Br:1][c:2]1[cH:3][cH:4][cH:5][c:6]2[c:7]([OH:12])[cH:8][cH:9][cH:10][c:11]12.[CH3:19][O:20][S:21]([O:22][CH3:23])(=[O:24])=[O:25].[CH3:28][CH2:29][CH2:30][CH2:31][N+:32]([CH2:33][CH2:34][CH2:35][CH3:36])([CH2:37][CH2:38][CH2:39][CH3:40])[CH2:41][CH2:42][CH2:43][CH3:44].[CH3:45][C:46]#[N:47].[Cl-:27].[K+:13].[K+:14].[O-:15][C:16]([O-:17])=[O:18].[OH2:26]>>[Br:1][c:2]1[cH:3][cH:4][cH:5][c:6]2[c:7]([O:12][CH3:16])[cH:8][cH:9][cH:10][c:11]12. Reactants: CC(=O)OC1(CN(C(C)=O)C(C)C)COc2ccc(N)cc2OC1, ClC(Cl)Cl, CCOC(=O)Cl, O, c1ccncc1. Yields the product CCOC(=O)Nc1ccc2c(c1)OCC(CN(C(C)=O)C(C)C)(OC(C)=O)CO2. RXN SMILES: [C:1]([CH3:2])(=[O:3])[O:4][C:5]1([CH2:17][N:18]([C:19]([CH3:20])=[O:21])[CH:22]([CH3:23])[CH3:24])[CH2:6][O:7][c:8]2[c:9]([cH:12][cH:13][c:14]([NH2:16])[cH:15]2)[O:10][CH2:11]1.[CH:37]([Cl:38])([Cl:39])[Cl:40].[Cl:25][C:26](=[O:27])[O:28][CH2:29][CH3:30].[OH2:41].[cH:31]1[cH:32][cH:33][n:34][cH:35][cH:36]1>>[C:1]([CH3:2])(=[O:3])[O:4][C:5]1([CH2:17][N:18]([C:19]([CH3:20])=[O:21])[CH:22]([CH3:23])[CH3:24])[CH2:6][O:7][c:8]2[c:9]([cH:12][cH:13][c:14]([NH:16][C:26](=[O:27])[O:28][CH2:29][CH3:30])[cH:15]2)[O:10][CH2:11]1. Reactants: stannous chloride, CCCCCON=O (n-amyl nitrite), C=C=O (ketene), [C]=O (carbon monooxide), CCCCCCC (n-heptane), di-n-amyl malonate. Reagents/catalysts: [Cl-].C(CCC)[N+](CCCC)(CCCC)CCCC (tetra-n-butylammonium chloride). The solvent is CN1C(CCC1)=O (N-methylpyrrolidone). Run at time 5 hour. The product is CCCCCOC(=O)C (n-amyl acetate). Yield: 18.8%. As a reaction SMILES: [CH3:1][CH2:2][CH2:3][CH2:4][CH2:5][O:6]N=O.CCCCCCC.[CH2:16]=[C:17]=[O:18].[C]=O>[Cl-].C([N+](CCCC)(CCCC)CCCC)CCC.CN1CCCC1=O>[CH3:1][CH2:2][CH2:3][CH2:4][CH2:5][O:6][C:17]([CH3:16])=[O:18] |f:4.5,^3:18|. Procedure details: To the same reaction vessel as in Example 9 were charged bistriphenylphosphinedibromopalladium (0.198 g, 0.25 mmole), stannous chloride (0.095 g, 0.5 mmole), tetra-n-butylammonium chloride (0.139 g, 0.5 mmole) and n-amyl nitrite (70 ml, 474.4 mmoles), together with n-heptane (150 ml) and N-methylpyrrolidone (50 ml). Then, ketene, carbon monooxide and nitrogen were introduced to the mixture at the rate of 10.1 ml/min (0.45 mmole/min), 300 ml/min and 100 ml/min, respectively, and the reaction was ...